The task is: describe an organic reaction: reactants, conditions, products, and yield. This data is from the Open Reaction Database (ORD), a public repository of structured organic reaction records. Starting materials: Cl.N[C@@H]1C(N(CC1)CC=1C=C(C#N)C=CC1)=O (3-(3-(S)-amino-2-oxopyrrolidin-1-ylmethyl)benzonitrile hydrochloride), COC=1C=C2C=CC(=CC2=CC1)S(=O)(=O)Cl (6-methoxynaphthalene-2-sulfonyl chloride). Product: C(#N)C=1C=C(CN2C([C@H](CC2)NS(=O)(=O)C=2C=CC3=CC=C4CCCCC4=C3C2)=O)C=CC1 (5,6,7,8-Tetrahydrophenanthrene-3-sulfonic acid [1-(3-cyanobenzyl)-2-oxopyrrolidin-3-(S)-yl]amide). As a reaction SMILES: Cl.[NH2:2][C@H:3]1[CH2:7][CH2:6][N:5]([CH2:8][C:9]2[CH:10]=[C:11]([CH:14]=[CH:15][CH:16]=2)[C:12]#[N:13])[C:4]1=[O:17].CO[C:20]1[CH:21]=[C:22]2[C:27](=[CH:28][CH:29]=1)[CH:26]=[C:25]([S:30](Cl)(=[O:32])=[O:31])[CH:24]=[CH:23]2>>[C:12]([C:11]1[CH:10]=[C:9]([CH:16]=[CH:15][CH:14]=1)[CH2:8][N:5]1[CH2:6][CH2:7][C@H:3]([NH:2][S:30]([C:25]2[CH:24]=[CH:23][C:22]3[C:27]([CH:26]=2)=[C:28]2[C:29]([CH2:4][CH2:3][CH2:7][CH2:6]2)=[CH:20][CH:21]=3)(=[O:32])=[O:31])[C:4]1=[O:17])#[N:13] |f:0.1|. Procedure: The title compound is prepared from 3-(3-(S)-amino-2-oxopyrrolidin-1-ylmethyl)benzonitrile hydrochloride as in EXAMPLE 24, Part B, substituting 5,6,7,8-tetrahydrophenanthrene-3-sulfonyl chloride for 6-methoxynaphthalene-2-sulfonyl chloride. The crude product is purified by column chromatography eluting with a gradient of 20% EtOAc/CH2Cl2 to 30% EtOAc/CH2Cl2 to give the title compound as a white foam. Reactants: C1(=CC=CC=C1)C#CC1=CNC2=NC=C(N=C21)C2=CC(=C(C(=C2)OC)OC)OC (7-Phenylethynyl-2-(3,4,5-trimethoxy-phenyl)-5H-pyrrolo[2,3-b]pyrazine), O.C1(=CC=C(C=C1)S(=O)(=O)O)C (p-toluenesulfonic acid monohydrate), CO (methanol), CC(=O)C (acetone). Solvent: C(C)(=O)OCC (ethyl acetate). Reaction conditions: temperature 100 celsius. The product is C1(=CC=CC=C1)CC(=O)C1=CNC2=NC=C(N=C21)C2=CC(=C(C(=C2)OC)OC)OC (2-phenyl-1-[2-(3,4,5-trimethoxy-phenyl]-5H-pyrrolo[2,3-b]pyrazin-7-yl]-ethanone). Yield: 206.6%. As a reaction SMILES: [C:1]1([C:7]#[C:8][C:9]2[C:17]3[C:12](=[N:13][CH:14]=[C:15]([C:18]4[CH:23]=[C:22]([O:24][CH3:25])[C:21]([O:26][CH3:27])=[C:20]([O:28][CH3:29])[CH:19]=4)[N:16]=3)[NH:11][CH:10]=2)[CH:6]=[CH:5][CH:4]=[CH:3][CH:2]=1.O.C1(C)C=CC(S(O)(=O)=[O:38])=CC=1.CO.CC(C)=O>C(OCC)(=O)C>[C:1]1([CH2:7][C:8]([C:9]2[C:17]3[C:12](=[N:13][CH:14]=[C:15]([C:18]4[CH:19]=[C:20]([O:28][CH3:29])[C:21]([O:26][CH3:27])=[C:22]([O:24][CH3:25])[CH:23]=4)[N:16]=3)[NH:11][CH:10]=2)=[O:38])[CH:2]=[CH:3][CH:4]=[CH:5][CH:6]=1 |f:1.2|. Procedure: 7-Phenylethynyl-2-(3,4,5-trimethoxy-phenyl)-5H-pyrrolo[2,3-b]pyrazine (405 mg, 1.05 mmol) and p-toluenesulfonic acid monohydrate (40 mg, 0.21 mmol) were placed in a 20 ml microwave vial with 14 ml of a 2:1 mixture of methanol and acetone. The reaction was heated in a microwave reactor at 100° C. for 1.5 hours. The reaction was diluted with ethyl acetate, washed two times with saturated sodium bicarbonate and water, dried and concentrated. The residue was triturated with ethyl acetate and hexanes... Reactants: C(C1=CC=CC=C1)(=O)OC[C@H]1OC([C@](C1(C)OC(C)=O)(C)F)N1C(NC(C=C1)=O)=O (((2R,4R)-3-acetoxy-5-(2,4-dioxo-3,4-dihydropyrimidin-1(2H)-yl)-4-fluoro-3,4-dimethyl-tetrahydrofuran-2-yl)methyl benzoate), CO (methanol). Solvent: N (ammonia). The product is FC1([C@@H](OC([C@@]1(C)O)CO)N1C(NC(C=C1)=O)=O)C (1-((2R,4R)-3-fluoro-tetrahydro-4-hydroxy-5-(hydroxymethyl)-3,4-dimethylfuran-2-yl)pyrimidine-2,4(1H,3H)-dione). Yield: 55.0%. RXN SMILES: C([O:9][CH2:10][C@@H:11]1[C:15]([O:17]C(=O)C)([CH3:16])[C@:14]([F:22])([CH3:21])[CH:13]([N:23]2[CH:28]=[CH:27][C:26](=[O:29])[NH:25][C:24]2=[O:30])[O:12]1)(=O)C1C=CC=CC=1.CO>N>[F:22][C:14]1([CH3:21])[C@@:15]([OH:17])([CH3:16])[CH:11]([CH2:10][OH:9])[O:12][C@H:13]1[N:23]1[CH:28]=[CH:27][C:26](=[O:29])[NH:25][C:24]1=[O:30]. Procedure: A solution of ((2R,4R)-3-acetoxy-5-(2,4-dioxo-3,4-dihydropyrimidin-1(2H)-yl)-4-fluoro-3,4-dimethyl-tetrahydrofuran-2-yl)methyl benzoate (about 0.25 g, 0.59 mmol) in methanolic ammonia (25% w/w 10 ml) was stirred at room temperature for overnight. Completion of the reaction mixture monitored by thin-layer chromatography and methanol was removed under reduced pressure. Water added to the crude and extracted with ethyl acetate and the organic layer was dried over sodium sulphate. Concentration unde... The reactants are CC(C)=CCCC(C)CCO, O=Cc1ccccc1C(=O)O, C(=NC1CCCCC1)=NC1CCCCC1, ClCCl. Product: CC(C)=CCCC(C)CCOC(=O)c1ccccc1C=O. Reaction SMILES: [CH3:12][CH:13]([CH2:14][CH2:15][OH:16])[CH2:17][CH2:18][CH:19]=[C:20]([CH3:21])[CH3:22].[CH:1](=[O:2])[c:3]1[cH:4][cH:5][cH:6][cH:7][c:8]1[C:9]([OH:10])=[O:11].[CH:23]1([N:24]=[C:25]=[N:26][CH:27]2[CH2:28][CH2:29][CH2:30][CH2:31][CH2:32]2)[CH2:33][CH2:34][CH2:35][CH2:36][CH2:37]1.[Cl:38][CH2:39][Cl:40]>>[CH:1](=[O:2])[c:3]1[cH:4][cH:5][cH:6][cH:7][c:8]1[C:9]([O:10][CH2:15][CH2:14][CH:13]([CH3:12])[CH2:17][CH2:18][CH:19]=[C:20]([CH3:21])[CH3:22])=[O:11]. Starting materials: C(C)(C)(C)OC(NC1=C(C=C(C(=C1)C1CC1)C(F)(F)F)N)=O ((2-amino-5-cyclopropyl-4-trifluoromethyl-phenyl)-carbamic acid tert-butyl ester), C(C)(C)(C)OC(CC(=O)C1=CC(=CC=C1)C1=CC(=NC=C1)C)=O (3-[3-(2-methyl-pyridin-4-yl)-phenyl]-3-oxo-propionic acid tert-butyl ester). The product is C(C)(C)(C)OC(NC1=C(C=C(C(=C1)C1CC1)C(F)(F)F)NC(CC(=O)C1=CC(=CC=C1)C1=CC(=NC=C1)C)=O)=O ((5-Cyclopropyl-2-{3-[3-(2-methyl-pyridin-4-yl)-phenyl]-3-oxo-propionylamino}-4-trifluoromethyl-phenyl)-carbamic acid tert-butyl ester), foam. The yield is 73.0%. As a reaction SMILES: [C:1]([O:5][C:6](=[O:22])[NH:7][C:8]1[CH:13]=[C:12]([CH:14]2[CH2:16][CH2:15]2)[C:11]([C:17]([F:20])([F:19])[F:18])=[CH:10][C:9]=1[NH2:21])([CH3:4])([CH3:3])[CH3:2].C([O:27][C:28](=O)[CH2:29][C:30]([C:32]1[CH:37]=[CH:36][CH:35]=[C:34]([C:38]2[CH:43]=[CH:42][N:41]=[C:40]([CH3:44])[CH:39]=2)[CH:33]=1)=[O:31])(C)(C)C>>[C:1]([O:5][C:6](=[O:22])[NH:7][C:8]1[CH:13]=[C:12]([CH:14]2[CH2:16][CH2:15]2)[C:11]([C:17]([F:20])([F:19])[F:18])=[CH:10][C:9]=1[NH:21][C:28](=[O:27])[CH2:29][C:30]([C:32]1[CH:37]=[CH:36][CH:35]=[C:34]([C:38]2[CH:43]=[CH:42][N:41]=[C:40]([CH3:44])[CH:39]=2)[CH:33]=1)=[O:31])([CH3:4])([CH3:2])[CH3:3]. Reported procedure: The title compound was prepared (2-amino-5-cyclopropyl-4-trifluoromethyl-phenyl)-carbamic acid tert-butyl ester (Example J39) (289 mg, 0.914 mmol) and 3-[3-(2-methyl-pyridin-4-yl)-phenyl]-3-oxo-propionic acid tert-butyl ester (Example K12) (284 mg, 0.914 mmol) according to the general procedure M. Obtained as a yellow foam (368 mg, 73%).